Dataset: the Open Reaction Database (ORD), a public repository of structured organic reaction records. Task: describe an organic reaction: reactants, conditions, products, and yield Reactants: NC1=CC=C(C=C1)N1C2=C(NC(CC1=O)=O)C1=CC=CC=C1C=C2 (5-(4-aminophenyl)-1H-naphtho[1,2-b][1,4]diazepine-2,4(3H,5H)-dione), CC1=C(C(=O)NC2=C(C=C(C=C2)N2C3=C(NC(CC2=O)=O)C2=CC=CC=C2C=C3)OC)C=CC=C1C (5-[4-(2,3-Dimethylbenzoylamino)-3-methoxyphenyl]-1H-naphtho[1,2-b][1,4]diazepine-2,4(3H,5H)-dione), C(C)(=O)C1=C(C(=O)Cl)C=CC=C1 (2-acetylbenzoyl chloride). The product is C(C)(=O)C1=C(C(=O)NC2=CC=C(C=C2)N2C3=C(NC(CC2=O)=O)C2=CC=CC=C2C=C3)C=CC=C1 (5-[4-(2-Acetylbenzoylamino)phenyl]-1H-naphtho[1,2-b][1,4]diazepine-2,4(3H,5H)-dione). The yield is 27.0%. RXN SMILES: [NH2:1][C:2]1[CH:7]=[CH:6][C:5]([N:8]2[C:14](=[O:15])[CH2:13][C:12](=[O:16])[NH:11][C:10]3[C:17]4[C:22]([CH:23]=[CH:24][C:9]2=3)=[CH:21][CH:20]=[CH:19][CH:18]=4)=[CH:4][CH:3]=1.[C:25]([C:28]1[CH:36]=[CH:35][CH:34]=[CH:33][C:29]=1[C:30](Cl)=[O:31])(=[O:27])[CH3:26].CC1C(C)=CC=CC=1C(NC1C=CC(N2C(=O)CC(=O)NC3C4C(C=CC2=3)=CC=CC=4)=CC=1OC)=O>>[C:25]([C:28]1[CH:36]=[CH:35][CH:34]=[CH:33][C:29]=1[C:30]([NH:1][C:2]1[CH:7]=[CH:6][C:5]([N:8]2[C:14](=[O:15])[CH2:13][C:12](=[O:16])[NH:11][C:10]3[C:17]4[C:22]([CH:23]=[CH:24][C:9]2=3)=[CH:21][CH:20]=[CH:19][CH:18]=4)=[CH:4][CH:3]=1)=[O:31])(=[O:27])[CH3:26]. Procedure: By using 5-(4-aminophenyl)-1H-naphtho[1,2-b][1,4]diazepine-2,4(3H,5H)-dione obtained in Example 1, (3), and 2-acetylbenzoyl chloride, the title compound (yield 27%) was obtained in the same manner as that of Example 1, (4).